Dataset: the Open Reaction Database (ORD), a public repository of structured organic reaction records. Task: describe an organic reaction: reactants, conditions, products, and yield The reactants are S(=O)(Cl)Cl (Thionyl chloride), NC1=NC=2C=CC=CC2C2=C1N=C(N2CC2=CC(=NO2)C2=CC=C(C=C2)F)CO ((4-amino-1-{[3-(4-fluorophenyl)isoxazol-5-yl]methyl}-1H-imidazo[4,5-c]quinolin-2-yl)methanol). The solvent is ClCCl (dichloromethane). Reaction conditions: time 3 hour. Product: Cl.ClCC=1N(C2=C(C(=NC=3C=CC=CC23)N)N1)CC1=CC(=NO1)C1=CC=C(C=C1)F (2-(chloromethyl)-1-{[3-(4-fluorophenyl)isoxazol-5-yl]methyl}-1H-imidazo[4,5-c]quinolin-4-amine hydrochloride). The yield is 112.5%. As a reaction SMILES: S(Cl)([Cl:3])=O.[NH2:5][C:6]1[C:15]2[N:16]=[C:17]([CH2:32]O)[N:18]([CH2:19][C:20]3[O:24][N:23]=[C:22]([C:25]4[CH:30]=[CH:29][C:28]([F:31])=[CH:27][CH:26]=4)[CH:21]=3)[C:14]=2[C:13]2[CH:12]=[CH:11][CH:10]=[CH:9][C:8]=2[N:7]=1>ClCCl>[ClH:3].[Cl:3][CH2:32][C:17]1[N:18]([CH2:19][C:20]2[O:24][N:23]=[C:22]([C:25]3[CH:30]=[CH:29][C:28]([F:31])=[CH:27][CH:26]=3)[CH:21]=2)[C:14]2[C:13]3[CH:12]=[CH:11][CH:10]=[CH:9][C:8]=3[N:7]=[C:6]([NH2:5])[C:15]=2[N:16]=1 |f:3.4|. Reported procedure: The methods described in Examples 30 and 31 were repeated on a larger scale to provide (4-amino-1-{[3-(4-fluorophenyl)isoxazol-5-yl]methyl}-1H-imidazo[4,5-c]quinolin-2-yl)methanol. The reaction described in Example 31 was heated at reflux and was complete within three hours. Thionyl chloride (0.45 mL, 6.17 mmol) was added dropwise to a suspension of (4-amino-1-{[3-(4-fluorophenyl)isoxazol-5-yl]methyl}-1H-imidazo[4,5-c]quinolin-2-yl)methanol (1.2 g, 3.08 mmol) in dichloromethane (30 mL), and the ... Reactants: C(C1=CC=CC=C1)[C@@H]1NC1 ((S)-2-benzylaziridine), CN(S(=O)(=O)Cl)C (N,N-dimethylsulfamoyl chloride), solution, C(C)(C)N(C(C)C)CC (N,N-diisopropylethylamine). Run in C(CC(O)(C(=O)O)CC(=O)O)(=O)O (citric acid). Reaction conditions: temperature -10 celsius, time 16 hour. Product: C(C1=CC=CC=C1)C1[N@](C1)S(=O)(=O)N(C)C ((S)-2-benzyl-N,N-dimethylaziridine-1-sulfonamide). Reaction SMILES: [CH2:1]([C@H:8]1[CH2:10][NH:9]1)[C:2]1[CH:7]=[CH:6][CH:5]=[CH:4][CH:3]=1.[CH3:11][N:12]([CH3:17])[S:13](Cl)(=[O:15])=[O:14].C(N(CC)C(C)C)(C)C>C(O)(=O)CC(CC(O)=O)(C(O)=O)O>[CH2:1]([CH:8]1[CH2:10][N@@:9]1[S:13]([N:12]([CH3:17])[CH3:11])(=[O:15])=[O:14])[C:2]1[CH:7]=[CH:6][CH:5]=[CH:4][CH:3]=1. Procedure details: To a cooled (−10° C.) solution of (S)-2-benzylaziridine (100 g, 0.751 mol) and N,N-dimethylsulfamoyl chloride (84.5 mL, 0.787 mol) dichloromethane (100 mL) was added N,N-diisopropylethylamine (131 mL, 0.751 mol). The resulting yellow solution was stirred at −10° C. for a minimum of 16 hours. After this period, a 0.5M solution of citric acid (500 mL) was added and the phases were separated. The organic phase was then washed with 1.0 M sodium bicarbonate solution (500 mL). The organic phase was th... Reported procedure: LiHMDS in THF (1.0 M, 0.477 ml, 0.477 mmol) was added to a solution of N-[(1S,2R)-2-hydroxycyclopentyl]-2-(2H-1,2,3-triazol-2-yl)benzamide (Intermediate 10; 0.100 g, 0.37 mmol) in THF (3 ml) at 0° C. under nitrogen. The reaction was stirred at this temperature for 1 hour and then 2-chloro-5-(trifluoromethyl)pyrazine (CAS number 799557-87-2; 0.059 ml, 0.48 mmol) was added. The mixture was allowed to warm to room temperature and stirred for 5 hours. The reaction was then quenched with water (2 ml)... Solvent: C1CCOC1 (THF), C1CCOC1 (THF). Starting materials: [Li+].C[Si](C)(C)[N-][Si](C)(C)C (LiHMDS), O[C@H]1[C@H](CCC1)NC(C1=C(C=CC=C1)N1N=CC=N1)=O (N-[(1S,2R)-2-hydroxycyclopentyl]-2-(2H-1,2,3-triazol-2-yl)benzamide), O[C@H]1[C@H](CCC1)NC(C1=C(C=CC=C1)N1N=CC=N1)=O (N-[(1S,2R)-2-hydroxycyclopentyl]-2-(2H-1,2,3-triazol-2-yl)benzamide), ClC1=NC=C(N=C1)C(F)(F)F (2-chloro-5-(trifluoromethyl)pyrazine). Conditions: time 1 hour. As a reaction SMILES: [Li+].C[Si]([N-][Si](C)(C)C)(C)C.[OH:11][C@@H:12]1[CH2:16][CH2:15][CH2:14][C@@H:13]1[NH:17][C:18](=[O:30])[C:19]1[CH:24]=[CH:23][CH:22]=[CH:21][C:20]=1[N:25]1[N:29]=[CH:28][CH:27]=[N:26]1.Cl[C:32]1[CH:37]=[N:36][C:35]([C:38]([F:41])([F:40])[F:39])=[CH:34][N:33]=1>C1COCC1>[N:29]1[N:25]([C:20]2[CH:21]=[CH:22][CH:23]=[CH:24][C:19]=2[C:18]([NH:17][C@H:13]2[CH2:14][CH2:15][CH2:16][C@H:12]2[O:11][C:32]2[CH:37]=[N:36][C:35]([C:38]([F:41])([F:40])[F:39])=[CH:34][N:33]=2)=[O:30])[N:26]=[CH:27][CH:28]=1 |f:0.1|. The product is N=1N(N=CC1)C1=C(C(=O)N[C@@H]2[C@@H](CCC2)OC2=NC=C(N=C2)C(F)(F)F)C=CC=C1 (2-(2H-1,2,3-Triazol-2-yl)-N-[(1S,2R)-2-{[5-(trifluoromethyl)pyrazin-2-yl]oxy}cyclopentyl]benzamide). Starting materials: CCOC(OCC)C(C)NCc1cccc2cccnc12, COc1nc(OC)nc([N+]2(C)CCOCC2)n1, CCOC(C)=O, [Cl-], ClCCl, Cc1cc(O)cc(C)c1CC(NC(=O)OCC1c2ccccc2-c2ccccc21)C(=O)O. Yields the product CCOC(OCC)C(C)N(Cc1cccc2cccnc12)C(=O)C(Cc1c(C)cc(O)cc1C)NC(=O)OCC1c2ccccc2-c2ccccc21. RXN SMILES: [CH2:33]([CH3:34])[O:35][CH:36]([CH:37]([CH3:38])[NH:39][CH2:40][c:41]1[cH:42][cH:43][cH:44][c:45]2[cH:46][cH:47][cH:48][n:49][c:50]12)[O:51][CH2:52][CH3:53].[CH3:55][O:56][c:57]1[n:58][c:59]([O:60][CH3:61])[n:62][c:63]([N+:64]2([CH3:65])[CH2:66][CH2:67][O:68][CH2:69][CH2:70]2)[n:71]1.[CH3:75][CH2:76][O:77][C:78](=[O:79])[CH3:80].[Cl-:54].[Cl:72][CH2:73][Cl:74].[cH:1]1[cH:2][cH:3][cH:4][c:5]2[c:13]1[CH:12]([CH2:14][O:15][C:16](=[O:17])[NH:18][CH:19]([C:20](=[O:21])[OH:22])[CH2:23][c:24]1[c:25]([CH3:32])[cH:26][c:27]([OH:31])[cH:28][c:29]1[CH3:30])[c:11]1[c:6]-2[cH:7][cH:8][cH:9][cH:10]1>>[cH:1]1[cH:2][cH:3][cH:4][c:5]2[c:13]1[CH:12]([CH2:14][O:15][C:16](=[O:17])[NH:18][CH:19]([C:20](=[O:21])[N:39]([CH:37]([CH:36]([O:35][CH2:33][CH3:34])[O:51][CH2:52][CH3:53])[CH3:38])[CH2:40][c:41]1[cH:42][cH:43][cH:44][c:45]3[cH:46][cH:47][cH:48][n:49][c:50]13)[CH2:23][c:24]1[c:25]([CH3:32])[cH:26][c:27]([OH:31])[cH:28][c:29]1[CH3:30])[c:11]1[c:6]-2[cH:7][cH:8][cH:9][cH:10]1. The reactants are COCN(c1cc(Cl)cnc1C(=O)c1c(F)cccc1OC)S(=O)(=O)c1cccc(C(F)(F)F)c1, Cl, C1COCCO1, O. Yields the product COc1cccc(F)c1C(=O)c1ncc(Cl)cc1NS(=O)(=O)c1cccc(C(F)(F)F)c1. RXN SMILES: [Cl:1][c:2]1[cH:3][c:4]([N:19]([S:20](=[O:21])(=[O:22])[c:23]2[cH:24][c:25]([C:29]([F:30])([F:31])[F:32])[cH:26][cH:27][cH:28]2)[CH2:33][O:34][CH3:35])[c:5]([C:8]([c:9]2[c:10]([F:17])[cH:11][cH:12][cH:13][c:14]2[O:15][CH3:16])=[O:18])[n:6][cH:7]1.[ClH:36].[O:38]1[CH2:39][CH2:40][O:41][CH2:42][CH2:43]1.[OH2:37]>>[Cl:1][c:2]1[cH:3][c:4]([NH:19][S:20](=[O:21])(=[O:22])[c:23]2[cH:24][c:25]([C:29]([F:30])([F:31])[F:32])[cH:26][cH:27][cH:28]2)[c:5]([C:8]([c:9]2[c:10]([F:17])[cH:11][cH:12][cH:13][c:14]2[O:15][CH3:16])=[O:18])[n:6][cH:7]1. Starting materials: O=C([O-])O, CCN, CC#N, COC(C)(C)C, OC(CCl)(CCl)c1cc(F)cc(F)c1, [Na+], O. Product: CCN1CC(O)(c2cc(F)cc(F)c2)C1. As a reaction SMILES: [C:15](=[O:16])([OH:17])[O-:18].[CH3:20][CH2:21][NH2:22].[CH3:24][C:25]#[N:26].[CH3:27][O:28][C:29]([CH3:30])([CH3:31])[CH3:32].[Cl:1][CH2:2][C:3]([CH2:4][Cl:5])([OH:6])[c:7]1[cH:8][c:9]([F:14])[cH:10][c:11]([F:13])[cH:12]1.[Na+:19].[OH2:23]>>[CH2:2]1[C:3]([OH:6])([c:7]2[cH:8][c:9]([F:14])[cH:10][c:11]([F:13])[cH:12]2)[CH2:4][N:22]1[CH2:21][CH3:20]. Starting materials: O=C([O-])[O-], COc1cc2c(Oc3ccc(Cl)cc3F)ncnc2cc1O, ClCc1ccncc1, Cl, [K+], [K+], CN(C)C=O. Yields the product COc1cc2c(Oc3ccc(Cl)cc3F)ncnc2cc1OCc1ccncc1. Reaction SMILES: [C:23](=[O:24])([O-:25])[O-:26].[Cl:1][c:2]1[cH:3][c:4]([F:22])[c:5]([O:6][c:7]2[n:8][cH:9][n:10][c:11]3[cH:12][c:13]([OH:19])[c:14]([O:17][CH3:18])[cH:15][c:16]23)[cH:20][cH:21]1.[Cl:30][CH2:31][c:32]1[cH:33][cH:34][n:35][cH:36][cH:37]1.[ClH:29].[K+:27].[K+:28].[O:38]=[CH:39][N:40]([CH3:41])[CH3:42]>>[Cl:1][c:2]1[cH:3][c:4]([F:22])[c:5]([O:6][c:7]2[n:8][cH:9][n:10][c:11]3[cH:12][c:13]([O:19][CH2:31][c:32]4[cH:33][cH:34][n:35][cH:36][cH:37]4)[c:14]([O:17][CH3:18])[cH:15][c:16]23)[cH:20][cH:21]1.